Dataset: the Open Reaction Database (ORD), a public repository of structured organic reaction records. Task: describe an organic reaction: reactants, conditions, products, and yield Reactants: C(C)(=O)OC=1C=C(C(=O)O)C=CC1 (3-acetoxybenzoic acid), NCC1=CC=CS1 (5-aminomethylthiophene), ON1N=NC2=C1C=CC=C2 (1-hydroxybenzotriazole), CN(CCCN=C=NCC)C (N-(3-dimethylaminopropyl)-N′-ethylcarbodiimide). Solvent: CN(C)C=O (DMF). Conditions: time 8 hour. The product is C(C)(=O)OC=1C=C(C(=O)N)C=CC1 (3-acetoxybenzamide). Reaction SMILES: [C:1]([O:4][C:5]1[CH:6]=[C:7]([CH:11]=[CH:12][CH:13]=1)[C:8](O)=[O:9])(=[O:3])[CH3:2].[NH2:14]CC1SC=CC=1.ON1C2C=CC=CC=2N=N1.CN(C)CCCN=C=NCC>CN(C=O)C>[C:1]([O:4][C:5]1[CH:6]=[C:7]([CH:11]=[CH:12][CH:13]=1)[C:8]([NH2:14])=[O:9])(=[O:3])[CH3:2]. Reported procedure: A mixture of 3-acetoxybenzoic acid (8.1 mg, 0.0450 mmol), 5-aminomethylthiophene 18d (22.3 mg, 0.0473 mmol), 1-hydroxybenzotriazole (HOBt, 4.7 mg, 0.0348 mmol), and N-(3-dimethylaminopropyl)-N′-ethylcarbodiimide (EDC, 8.5 mg, 0.0443 mmol) was dissolved in DMF (0.6 ml) and stirred overnight at r.t. Work-up (AcOEt/H2O; brine/Na2SO4), concentration, filtration over a silica gel plug (EtOAc) and evaporation gave the intermediate 3-acetoxybenzamide, which was deacetylated by siring in MeOH (2 ml) and... The reactants are OCCBr, C1CCOC1, [Cl-], Cc1ccc(C(=O)NC2CC2)cc1-n1ncc(C(=O)c2cccc(O)c2)c1N, [NH4+], CCOC(=O)N=NC(=O)OCC, c1ccc(P(c2ccccc2)c2ccccc2)cc1. The product is Cc1ccc(C(=O)NC2CC2)cc1-n1ncc(C(=O)c2cccc(OCCBr)c2)c1N. RXN SMILES: [Br:29][CH2:30][CH2:31][OH:32].[CH2:66]1[O:67][CH2:68][CH2:69][CH2:70]1.[Cl-:64].[NH2:1][c:2]1[c:3]([C:20]([c:21]2[cH:22][c:23]([OH:27])[cH:24][cH:25][cH:26]2)=[O:28])[cH:4][n:5][n:6]1-[c:7]1[cH:8][c:9]([C:10](=[O:11])[NH:12][CH:13]2[CH2:14][CH2:15]2)[cH:16][cH:17][c:18]1[CH3:19].[NH4+:65].[O:52]=[C:53]([O:54][CH2:55][CH3:56])[N:57]=[N:58][C:59]([O:60][CH2:61][CH3:62])=[O:63].[c:33]1([P:34]([c:35]2[cH:36][cH:37][cH:38][cH:39][cH:40]2)[c:41]2[cH:42][cH:43][cH:44][cH:45][cH:46]2)[cH:47][cH:48][cH:49][cH:50][cH:51]1>>[NH2:1][c:2]1[c:3]([C:20]([c:21]2[cH:22][c:23]([O:27][CH2:31][CH2:30][Br:29])[cH:24][cH:25][cH:26]2)=[O:28])[cH:4][n:5][n:6]1-[c:7]1[cH:8][c:9]([C:10](=[O:11])[NH:12][CH:13]2[CH2:14][CH2:15]2)[cH:16][cH:17][c:18]1[CH3:19]. The reactants are FC1=CC=C(C=C1)CC#N (p-fluorophenylacetonitrile), C(C(=O)OCC)(=O)OCC (diethyl oxalate). The solvent is [O-]CC.[Na+] (sodium ethoxide). Product: C(#N)C(C(C(=O)OCC)=O)C1=CC=C(C=C1)F (ethyl 3-cyano-3-(p-fluorophenyl)-pyruvate). Reaction SMILES: [F:1][C:2]1[CH:7]=[CH:6][C:5]([CH2:8][C:9]#[N:10])=[CH:4][CH:3]=1.[C:11](OCC)(=[O:17])[C:12]([O:14][CH2:15][CH3:16])=[O:13]>[O-]CC.[Na+]>[C:9]([CH:8]([C:5]1[CH:6]=[CH:7][C:2]([F:1])=[CH:3][CH:4]=1)[C:11](=[O:17])[C:12]([O:14][CH2:15][CH3:16])=[O:13])#[N:10] |f:2.3|. Reported procedure: By employing the procedures set forth in Examples 1 and 3, p-fluorophenylacetonitrile is reacted with diethyl oxalate in alcoholic sodium ethoxide to give ethyl 3-cyano-3-(p-fluorophenyl)-pyruvate. Reaction of the latter under similar conditions with p-fluorophenylacetonitrile results in 2,5-di-(p-fluorophenyl)-3,4-dioxoadiponitrile. Starting materials: CCN(CC)C(=O)Oc2ccc1ccccc1c2 (substrate), C/C(C)=C\[Al](CC(C)C)CC(C)C (effective_coupling_partner). The reagents and catalysts are PCy3. Conditions: temperature 50 celsius, time 24 hour. Product: C/C(C)=C\c2ccc1ccccc1c2.